Dataset: the Open Reaction Database (ORD), a public repository of structured organic reaction records. Task: describe an organic reaction: reactants, conditions, products, and yield The reactants are ClC1=NC2=CC=C(C(=C2C=C1)NC(CC1CCCCC1)=O)Cl (N-(2,6-dichloro-5-quinolinyl)-cyclohexaneacetamide), Example 1 ( a ), CNCCCNC (N,N′-dimethyl-1,3-propanediamine). Product: Cl.Cl.ClC=1C(=C2C=CC(=NC2=CC1)N(CCCNC)C)NC(CC1CCCCC1)=O (N-[6-Chloro-2-[methyl[3-(methylamino)propyl]amino]-5-quinolinyl]-cyclohexaneacetamide, Dihydrochloride). Yield: 79.4%. As a reaction SMILES: [Cl:1][C:2]1[CH:11]=[CH:10][C:9]2[C:4](=[CH:5][CH:6]=[C:7]([Cl:22])[C:8]=2[NH:12][C:13](=[O:21])[CH2:14][CH:15]2[CH2:20][CH2:19][CH2:18][CH2:17][CH2:16]2)[N:3]=1.[CH3:23][NH:24][CH2:25][CH2:26][CH2:27][NH:28][CH3:29]>>[ClH:1].[ClH:1].[Cl:22][C:7]1[C:8]([NH:12][C:13](=[O:21])[CH2:14][CH:15]2[CH2:20][CH2:19][CH2:18][CH2:17][CH2:16]2)=[C:9]2[C:4](=[CH:5][CH:6]=1)[N:3]=[C:2]([N:24]([CH3:23])[CH2:25][CH2:26][CH2:27][NH:28][CH3:29])[CH:11]=[CH:10]2 |f:2.3.4|. Procedure details: Prepared according to the method of example 2, using N-(2,6-dichloro-5-quinolinyl)-cyclohexaneacetamide (Example 1 (a)) (100 mg) and N,N′-dimethyl-1,3-propanediamine (300 mg). Further purification by HPLC (Symmetry—0.1% aqueous trifluoroacetic acid/acetonitrile) followed by conversion to its hydrochloride salt as described in example 2, afforded the title compound as a solid (56 mg).